From a dataset of the Open Reaction Database (ORD), a public repository of structured organic reaction records. describe an organic reaction: reactants, conditions, products, and yield Reactants: C1N([C@@H](CC12CCOCC2)C(=O)OCC)C(=O)OCC2=CC=CC=C2 (3-ethyl 2-(phenylmethyl) (3S)-8-oxa-2-azaspiro[4.5]decane-2,3-dicarboxylate), O.[OH-].[Li+] (lithium hydroxide monohydrate), Cl (HCl). The solvent is C1CCOC1.O.CO (THF water methanol). Conditions: time 30 minute. Product: C1(=CC=CC=C1)COC(=O)N1CC2(C[C@H]1C(=O)O)CCOCC2 ((3S)-2-{[(phenylmethyl)oxy]carbonyl}-8-oxa-2-azaspiro[4.5]decane-3-carboxylic acid). As a reaction SMILES: [CH2:1]1[C:5]2([CH2:10][CH2:9][O:8][CH2:7][CH2:6]2)[CH2:4][C@@H:3]([C:11]([O:13]CC)=[O:12])[N:2]1[C:16]([O:18][CH2:19][C:20]1[CH:25]=[CH:24][CH:23]=[CH:22][CH:21]=1)=[O:17].O.[OH-].[Li+].Cl>C1COCC1.O.CO>[C:20]1([CH2:19][O:18][C:16]([N:2]2[C@H:3]([C:11]([OH:13])=[O:12])[CH2:4][C:5]3([CH2:10][CH2:9][O:8][CH2:7][CH2:6]3)[CH2:1]2)=[O:17])[CH:25]=[CH:24][CH:23]=[CH:22][CH:21]=1 |f:1.2.3,5.6.7|. Procedure: To a solution of 3-ethyl 2-(phenylmethyl) (3S)-8-oxa-2-azaspiro[4.5]decane-2,3-dicarboxylate (120) (300 mg, 0.86 mmol) in THF/water/methanol (3 mL/1.5 mL/1.5 mL) was added lithium hydroxide monohydrate (72 mg, 1.7 mmol) and the reaction stirred at room temperature for 30 min. The reaction was treated with 1N HCl (2 mL) and partitioned between EtOAc and water. The aqueous layer was extracted with EtOAc and the organic layer dried over MgSO4 and concentrated in vacuo to afford the title compound i... Reactants: [C-]#N.[K+] (potassium cyanide), C(C1=CC=CC=C1)N1CCC(CC1)=O (1-benzylpiperidin-4-one), Cl (hydrochloric acid). Solvent: C(C)OCC.O (diethyl ether water). Reaction conditions: time 18 hour. Yields the product C(C1=CC=CC=C1)N1CCC(CC1)(C#N)O (1-Benzyl-4-hydroxypiperidine-4-carbonitrile). Isolated yield 51.0%. As a reaction SMILES: [CH2:1]([N:8]1[CH2:13][CH2:12][C:11](=[O:14])[CH2:10][CH2:9]1)[C:2]1[CH:7]=[CH:6][CH:5]=[CH:4][CH:3]=1.[C-:15]#[N:16].[K+].Cl>C(OCC)C.O>[CH2:1]([N:8]1[CH2:13][CH2:12][C:11]([OH:14])([C:15]#[N:16])[CH2:10][CH2:9]1)[C:2]1[CH:3]=[CH:4][CH:5]=[CH:6][CH:7]=1 |f:1.2,4.5|. Procedure details: A solution of 1-benzylpiperidin-4-one (7.00 g) in 1:1 diethyl ether-water (30 mL) was cooled to 0° C. and treated with potassium cyanide (6.02 g), followed by hydrochloric acid (7.71 mL). The ice bath was removed and the mixture was stirred at room temperature for 18 hours. The phases were separated, and the aqueous layer was extracted with diethyl ether, dried and evaporated in vacuo to provide the title compound (4.08 g) having the following physical data.